From a dataset of the Open Reaction Database (ORD), a public repository of structured organic reaction records. describe an organic reaction: reactants, conditions, products, and yield Reactants: [H-].C(C(C)C)[Al+]CC(C)C (diisobutylaluminum hydride), C(=O)(OC(C)(C)C)N1[C@@H](CCC1)CC=O (1-BOC-2-(S)-pyrrolidineethanal), solution, [H-].C(C(C)C)[Al+]CC(C)C (diisobutylaluminum hydride). Run in C1(=CC=CC=C1)C (toluene), C1(=CC=CC=C1)C (toluene). Run at temperature -78 celsius, time 2 hour. Yields the product C(=O)(OC(C)(C)C)N1[C@@H](CCC1)CCO (1-BOC-2-(S)-pyrrolidineethanol). Yield: 67.0%. RXN SMILES: [C:1]([N:8]1[CH2:12][CH2:11][CH2:10][C@H:9]1[CH2:13][CH:14]=[O:15])([O:3][C:4]([CH3:7])([CH3:6])[CH3:5])=[O:2].[H-].C([Al+]CC(C)C)C(C)C>C1(C)C=CC=CC=1>[C:1]([N:8]1[CH2:12][CH2:11][CH2:10][C@H:9]1[CH2:13][CH2:14][OH:15])([O:3][C:4]([CH3:7])([CH3:6])[CH3:5])=[O:2] |f:1.2|. Reported procedure: To a solution of 1-BOC-2-(S)-pyrrolidineethanal (6.80 g, 26.5 mmol) in anhydrous toluene (100 mL), cooled to -78° C. was added a 1M solution of diisobutylaluminum hydride in toluene (132.5 mL, 132.5 mmol). The reaction was stirred at -78° C. for 2 hours, and diisobutylaluminum hydride solution (26.50 mL, 26.5 mmol) was added. The mixture was stirred for 2 hours, then the reaction was quenched at -78° C. with methanol (150 mL). The mixture was poured into 1M Rochelle salt (500 mL), and the emulsi... The reactants are CN, CO, ClCCCOc1ccc2c(c1)OCO2. The product is CNCCCOc1ccc2c(c1)OCO2. RXN SMILES: [CH3:15][NH2:16].[CH3:17][OH:18].[O:1]1[CH2:2][O:3][c:4]2[c:5]1[cH:6][cH:7][c:8]([O:10][CH2:11][CH2:12][CH2:13][Cl:14])[cH:9]2>>[O:1]1[CH2:2][O:3][c:4]2[c:5]1[cH:6][cH:7][c:8]([O:10][CH2:11][CH2:12][CH2:13][NH:16][CH3:15])[cH:9]2. The reactants are CC(C)(C)NC(=O)C1CC2CCCC2N1CC(O)C(Cc1ccccc1)NC(=O)C(CC(N)=O)NC(=O)OCc1ccccc1, CCO. Yields the product CC(C)(C)NC(=O)C1CC2CCCC2N1CC(O)C(Cc1ccccc1)NC(=O)C(N)CC(N)=O. RXN SMILES: [CH2:1]([O:2][C:3](=[O:4])[NH:11][CH:12]([CH2:13][C:14]([NH2:15])=[O:16])[C:17](=[O:18])[NH:19][CH:20]([CH:21]([CH2:22][N:23]1[CH:24]2[CH:25]([CH2:26][CH:27]1[C:28](=[O:29])[NH:30][C:31]([CH3:32])([CH3:33])[CH3:34])[CH2:35][CH2:36][CH2:37]2)[OH:38])[CH2:39][c:40]1[cH:41][cH:42][cH:43][cH:44][cH:45]1)[c:5]1[cH:6][cH:7][cH:8][cH:9][cH:10]1.[CH3:46][CH2:47][OH:48]>>[NH2:11][CH:12]([CH2:13][C:14]([NH2:15])=[O:16])[C:17](=[O:18])[NH:19][CH:20]([CH:21]([CH2:22][N:23]1[CH:24]2[CH:25]([CH2:26][CH:27]1[C:28](=[O:29])[NH:30][C:31]([CH3:32])([CH3:33])[CH3:34])[CH2:35][CH2:36][CH2:37]2)[OH:38])[CH2:39][c:40]1[cH:41][cH:42][cH:43][cH:44][cH:45]1. Reactants: O=C1CCN(C(=O)C=Cc2ccc(Cl)c(Cl)c2)CCN1, ClCCCCCI. The product is O=C(C=Cc1ccc(Cl)c(Cl)c1)N1CCC(=O)N(CCCCCCl)CC1. Reaction SMILES: [Cl:1][c:2]1[cH:3][c:4]([CH:9]=[CH:10][C:11](=[O:12])[N:13]2[CH2:14][CH2:15][NH:16][C:17](=[O:20])[CH2:18][CH2:19]2)[cH:5][cH:6][c:7]1[Cl:8].[Cl:21][CH2:22][CH2:23][CH2:24][CH2:25][CH2:26][I:27]>>[Cl:1][c:2]1[cH:3][c:4]([CH:9]=[CH:10][C:11](=[O:12])[N:13]2[CH2:14][CH2:15][N:16]([CH2:26][CH2:25][CH2:24][CH2:23][CH2:22][Cl:21])[C:17](=[O:20])[CH2:18][CH2:19]2)[cH:5][cH:6][c:7]1[Cl:8]. Starting materials: C(#N)C1=CC=C(C=C1)CN1C=NC=C1CCC=O (1-(p-cyanophenylmethyl)-5-(2-formylethyl)-1H-imidazole), CC(C)([O-])C (tert-butoxide). The solvent is C(C)O (ethanol). Product: C(#N)C1=CC=C(C=C1)C1=CCCC=2N1C=NC2 (5-(p-Cyanophenyl)-7,8-dihydroimidazo[1,5-a]pyridine). As a reaction SMILES: [C:1]([C:3]1[CH:8]=[CH:7][C:6]([CH2:9][N:10]2[C:14]([CH2:15][CH2:16][CH:17]=O)=[CH:13][N:12]=[CH:11]2)=[CH:5][CH:4]=1)#[N:2].CC(C)([O-])C>C(O)C>[C:1]([C:3]1[CH:8]=[CH:7][C:6]([C:9]2[N:10]3[CH:11]=[N:12][CH:13]=[C:14]3[CH2:15][CH2:16][CH:17]=2)=[CH:5][CH:4]=1)#[N:2]. Reported procedure: A solution of 0.24 g of 1-(p-cyanophenylmethyl)-5-(2-formylethyl)-1H-imidazole in 10 ml of anhydrous ethanol is refluxed under nitrogen for 2 h with 20 mg of potasssium tert-butoxide, cooled and evaporated to yield the title compound. The reactants are O=C(C(=O)OCC)C=1C=C2C3(C(N(C2=CC1)C)N(CC3)C)C (1,2,3,3a,8,8a-hexahydro-α-oxo-1,3a,8-trimethyl-5-pyrrolo[2,3-b]indole acetic acid, ethyl ester), COC1=CC=C(C=C1)CO (4-methoxyphenylmethyl alcohol). The reagents and catalysts are [O-]CC.[Ti+4].[O-]CC.[O-]CC.[O-]CC (titanium (IV) ethoxide). Conditions: time 8 hour. Yields the product O=C(C(=O)OCC1=CC=C(C=C1)OC)C=1C=C2C3(C(N(C2=CC1)C)N(CC3)C)C (1,2,3,3a,8,8a-hexahydro-α-oxo-1,3a,8-trimethyl-5-pyrrolo[2,3-b]indole acetic acid, 4-methoxyphenylmethyl ester). RXN SMILES: [O:1]=[C:2]([C:8]1[CH:9]=[C:10]2[C:14](=[CH:15][CH:16]=1)[N:13]([CH3:17])[CH:12]1[N:18]([CH3:21])[CH2:19][CH2:20][C:11]21[CH3:22])[C:3]([O:5][CH2:6][CH3:7])=[O:4].[CH3:23][O:24][C:25]1[CH:30]=[CH:29]C(CO)=[CH:27][CH:26]=1>[O-]CC.[Ti+4].[O-]CC.[O-]CC.[O-]CC>[O:1]=[C:2]([C:8]1[CH:9]=[C:10]2[C:14](=[CH:15][CH:16]=1)[N:13]([CH3:17])[CH:12]1[N:18]([CH3:21])[CH2:19][CH2:20][C:11]21[CH3:22])[C:3]([O:5][CH2:6][C:7]1[CH:29]=[CH:30][C:25]([O:24][CH3:23])=[CH:26][CH:27]=1)=[O:4] |f:2.3.4.5.6|. Procedure details: To a chilled (0° C.) solution of 1,2,3,3a,8,8a-hexahydro-α-oxo-1,3a,8-trimethyl-5-pyrrolo[2,3-b]indole acetic acid, ethyl ester (2.07 g) in anhydrous 4-methoxyphenylmethyl alcohol (40 ml) was added titanium (IV) ethoxide (0.54 ml) with stirring under nitrogen atmosphere. The reaction mixture was heated without reflexing for 8 hours. The 4-methoxyphenylmethyl alcohol was removed by distillation under high vacuum and the residue was dissolved in dichloromethane (200 ml). The residue was washed suc...